Dataset: the Open Reaction Database (ORD), a public repository of structured organic reaction records. Task: describe an organic reaction: reactants, conditions, products, and yield Starting materials: NC(=S)N (Thiourea), C(C)(=O)[O-].[Na+] (sodium acetate), CON=C(C(=O)O)C(C(Br)Br)=O (2-methoxyimino-3-oxo-4,4-dibromobutyric acid). Solvent: O1CCCC1 (tetrahydrofuran), O (water). Run at temperature 30 celsius, time 4 hour. Product: NC=1SC=C(N1)C(C(=O)O)=NOC (2-(2-aminothiazol-4-yl)-2-methoxyiminoacetic acid). The yield is 40.6%. As a reaction SMILES: [NH2:1][C:2]([NH2:4])=[S:3].C([O-])(=O)C.[Na+].[CH3:10][O:11][N:12]=[C:13]([C:17](=O)[CH:18](Br)Br)[C:14]([OH:16])=[O:15]>O1CCCC1.O>[NH2:1][C:2]1[S:3][CH:18]=[C:17]([C:13](=[N:12][O:11][CH3:10])[C:14]([OH:16])=[O:15])[N:4]=1 |f:1.2|. Reported procedure: Thiourea (377 mg) and sodium acetate (406 mg) were added to a solution of 2-methoxyimino-3-oxo-4,4-dibromobutyric acid (syn isomer, 500 mg) in tetrahydrofuran (5 ml) and water (5 ml), and the solution was stirred at 30° C. for 4 hours. The solution was adjusted to pH 3.5, concentrated under reduced pressure and allowed to stand at 0° C. overnight. The precipitates were collected by filtration, washed with water and dried to give 2-(2-aminothiazol-4-yl)-2-methoxyiminoacetic acid (syn isomer, 135 ... Reactants: C1(=CC=CC=C1)C=1N(C(=CN1)C=O)CC1=C(C=CC=C1)Cl (2-phenyl-1-(2-chlorophenyl)methyl-1H-imidazol-5-carboxaldehyde), benzamidine methyl ether, C(CCC)C=1N(C(=CN1)/C=C(/C(=O)OC)\CC1=CC2=C(C=C1)OCO2)CC2=C(C=CC=C2)Cl (methyl (E)-3-[2-n-butyl-1-{(2-chlorophenyl)methyl}-1H-imidazol-5-yl]-2-(3,4-methylenedioxyphenyl)methyl-2-propenoate), C1(=CC=CC=C1)C=1NC(=CN1)CO (2-phenyl-5-hydroxymethylimidazole), C1(=CC=CC=C1)C=1N(C(=CN1)CO)CC1=C(C=CC=C1)Cl (2-phenyl-1-(2-chlorophenyl)methyl-5-hydroxymethyl-1H-imidazole), COC=1C=C(C=CC1OC)CCC(=O)OC (methyl 3-(3,4-dimethoxyphenyl)propanoate). The reagents and catalysts are [O-2].[O-2].[Mn+4] (manganese dioxide). Yields the product C1(=CC=CC=C1)C=1N(C(=CN1)C=C(C(=O)O)CC1=CC(=C(C=C1)OC)OC)CC1=C(C=CC=C1)Cl (2-Phenyl-1-{(2-chlorophenyl)methyl}-1H-imidazol-5-yl-2-(3,4-dimethoxy-phenyl)methyl-2-propenoic Acid). Reaction SMILES: C1(C2NC(CO)=CN=2)C=CC=CC=1.[C:14]1([C:20]2[N:21]([CH2:27][C:28]3[CH:33]=[CH:32][CH:31]=[CH:30][C:29]=3[Cl:34])[C:22]([CH2:25]O)=[CH:23][N:24]=2)[CH:19]=[CH:18][CH:17]=[CH:16][CH:15]=1.C(C1N(CC2C=CC=CC=2Cl)C(/C=C(\CC2C=CC3OCOC=3C=2)/C(OC)=O)=CN=1)CCC.C1(C2N(CC3C=CC=CC=3Cl)C(C=O)=CN=2)C=CC=CC=1.[CH3:89][O:90][C:91]1[CH:92]=[C:93]([CH2:99][CH2:100][C:101]([O:103]C)=[O:102])[CH:94]=[CH:95][C:96]=1[O:97][CH3:98]>[O-2].[O-2].[Mn+4]>[C:14]1([C:20]2[N:21]([CH2:27][C:28]3[CH:33]=[CH:32][CH:31]=[CH:30][C:29]=3[Cl:34])[C:22]([CH:25]=[C:100]([CH2:99][C:93]3[CH:94]=[CH:95][C:96]([O:97][CH3:98])=[C:91]([O:90][CH3:89])[CH:92]=3)[C:101]([OH:103])=[O:102])=[CH:23][N:24]=2)[CH:15]=[CH:16][CH:17]=[CH:18][CH:19]=1 |f:5.6.7|. Reported procedure: By the procedure of Example 1(ii) Method B, using benzamidine methyl ether in place of valeramidine methyl ether, 2-phenyl-5-hydroxymethylimidazole is prepared and converted to 2-phenyl-1-(2-chlorophenyl)methyl-5-hydroxymethyl-1H-imidazole. The 5-hydroxymethyl group is oxidized using manganese dioxide by the procedure of Example 1 (iii). The resulting 2-phenyl-1-(2-chlorophenyl)methyl-1H-imidazol-5-carboxaldehyde is used in the procedure of Example 27 with methyl 3-(3,4-dimethoxyphenyl)propanoat... Reaction SMILES: [BH4-:13].[C:15](#[N:16])[CH2:17][O:18][c:19]1[c:20]([CH:21]=[O:22])[cH:23][cH:24][cH:25][c:26]1[CH3:27].[CH2:28]1[O:29][CH2:30][CH2:31][CH2:32]1.[CH3:1][O:2][CH2:3][CH2:4][O:5][CH2:6][CH2:7][O:8][CH2:9][CH2:10][O:11][CH3:12].[Na+:14]>>[C:15](#[N:16])[CH2:17][O:18][c:19]1[c:20]([CH2:21][OH:22])[cH:23][cH:24][cH:25][c:26]1[CH3:27]. Reactants: [BH4-], Cc1cccc(C=O)c1OCC#N, C1CCOC1, COCCOCCOCCOC, [Na+]. Yields the product Cc1cccc(CO)c1OCC#N. Reactants: COc1nc(OC)nc([N+]2(C)CCOCC2)n1, CO, [Cl-], CN(C)C1(c2ccccc2)CCC(CN)CC1, O=C(O)CCCCCc1c[nH]c2ccccc12. Product: CN(C)C1(c2ccccc2)CCC(CNC(=O)CCCCCc2c[nH]c3ccccc23)CC1. Reaction SMILES: [CH3:19][O:20][c:21]1[n:22][c:23]([O:24][CH3:25])[n:26][c:27]([N+:28]2([CH3:29])[CH2:30][CH2:31][O:32][CH2:33][CH2:34]2)[n:35]1.[CH3:53][OH:54].[Cl-:18].[NH2:1][CH2:2][CH:3]1[CH2:4][CH2:5][C:6]([c:9]2[cH:10][cH:11][cH:12][cH:13][cH:14]2)([N:15]([CH3:16])[CH3:17])[CH2:7][CH2:8]1.[nH:36]1[cH:37][c:38]([CH2:45][CH2:46][CH2:47][CH2:48][CH2:49][C:50](=[O:51])[OH:52])[c:39]2[cH:40][cH:41][cH:42][cH:43][c:44]12>>[NH:1]([CH2:2][CH:3]1[CH2:4][CH2:5][C:6]([c:9]2[cH:10][cH:11][cH:12][cH:13][cH:14]2)([N:15]([CH3:16])[CH3:17])[CH2:7][CH2:8]1)[C:50]([CH2:49][CH2:48][CH2:47][CH2:46][CH2:45][c:38]1[cH:37][nH:36][c:44]2[c:39]1[cH:40][cH:41][cH:42][cH:43]2)=[O:51]. Starting materials: resultant solution, 2.1, C=O (formaldehyde), N[C@H](CO)C(=O)O (D-serine), ClC1=CC=C(C=C1)N=C=O (4-chlorophenyl isocyanate). Solvent: [OH-].[Na+] (sodium hydroxide). Run at temperature 80 celsius, time 1 hour. The product is ClC1=CC=C(C=C1)NC(=O)N1COC[C@@H]1C(=O)O ((R)-3-(4-chlorophenylcarbamoyl)oxazolidine-4-carboxylic acid). RXN SMILES: [CH2:1]=O.[NH2:3][C@@H:4]([C:7]([OH:9])=[O:8])[CH2:5][OH:6].[Cl:10][C:11]1[CH:16]=[CH:15][C:14]([N:17]=[C:18]=[O:19])=[CH:13][CH:12]=1>[OH-].[Na+]>[Cl:10][C:11]1[CH:16]=[CH:15][C:14]([NH:17][C:18]([N:3]2[C@@H:4]([C:7]([OH:9])=[O:8])[CH2:5][O:6][CH2:1]2)=[O:19])=[CH:13][CH:12]=1 |f:3.4|. Reported procedure: 2.1 1.49 ml (20.0 mmol) of 37% aqueous formaldehyde solution are added to a solution of 2.10 g (20.0 mmol) of D-serine in 10 ml of 1N aqueous sodium hydroxide solution. The resultant solution is left at 5° C. for 18 hours. The solution is heated to 80° C., 6.14 g (40 mmol) of 4-chlorophenyl isocyanate are added, and the mixture is stirred at this temperature for one hour. The mixture is allowed to cool, and the precipitate formed is filtered off. The filtrate is acidified using 1N HCl, and the p... Reactants: [Na] (sodium), C(C)(C)N(C(C)C)CC (N,N-diisopropylethylamine), C(CC)(=O)Cl (propionyl chloride), NC1=NC=CC(=C1)C=1C(=NNC1)C=1C=C(C=CC1)NC(=O)NC1=CC=C(C=C1)C(F)(F)F (1-{3-[4-(2-aminopyridin-4-yl)-1H-pyrazol-3-yl]phenyl}-3-[4-(trifluoromethyl)-phenyl]urea). Run in O1CCCC1 (tetrahydrofuran). Reaction conditions: time 8 hour. Product: FC(C1=CC=C(C=C1)NC(=O)NC=1C=C(C=CC1)C1=NNC=C1C1=CC(=NC=C1)NC(CC)=O)(F)F (N-(4-{3-[3-({[4-(trifluoromethyl)phenyl]carbamoyl}amino)phenyl]-1H-pyrazol-4-yl}pyridin-2-yl)propanamide). Reaction SMILES: [NH2:1][C:2]1[CH:7]=[C:6]([C:8]2[C:9]([C:13]3[CH:14]=[C:15]([NH:19][C:20]([NH:22][C:23]4[CH:28]=[CH:27][C:26]([C:29]([F:32])([F:31])[F:30])=[CH:25][CH:24]=4)=[O:21])[CH:16]=[CH:17][CH:18]=3)=[N:10][NH:11][CH:12]=2)[CH:5]=[CH:4][N:3]=1.C(N(CC)C(C)C)(C)C.[C:42](Cl)(=[O:45])[CH2:43][CH3:44].[Na]>O1CCCC1>[F:30][C:29]([F:31])([F:32])[C:26]1[CH:27]=[CH:28][C:23]([NH:22][C:20]([NH:19][C:15]2[CH:14]=[C:13]([C:9]3[C:8]([C:6]4[CH:5]=[CH:4][N:3]=[C:2]([NH:1][C:42](=[O:45])[CH2:43][CH3:44])[CH:7]=4)=[CH:12][NH:11][N:10]=3)[CH:18]=[CH:17][CH:16]=2)=[O:21])=[CH:24][CH:25]=1 |^1:46|. Procedure details: 35 mg (0.08 mmol) of 1-{3-[4-(2-aminopyridin-4-yl)-1H-pyrazol-3-yl]phenyl}-3-[4-(trifluoromethyl)-phenyl]urea were dissolved in 2 ml of dry tetrahydrofuran and 27 μl (0.16 mmol) of N,N-diisopropylethylamine and 14 μl of propionyl chloride (0.16 mmol) were added consecutively. The mixture was stirred overnight at room temperature, then poured into aqueous sodium hydrogenocarbonate, extracted with dichloromethane, dried over sodium sulphate ed evaporated. Without any further purification the crude... Starting materials: [N+](=O)([O-])C=1C=C(C(=O)NC=2C=CC3=C(N(C=N3)C(CC(=O)OCC)C3=CC=CC=C3)C2)C=CC1 (ethyl 3-{6-[(3-nitrobenzoyl)amino]-1H-benzimidazol-1-yl}-3-phenylpropanoate), C(=O)[O-].[NH4+] (ammonium formate). Reagents/catalysts: [Pd] (palladium on carbon). Solvent: C(C)O (ethanol), O (water). Yields the product NC=1C=C(C(=O)NC=2C=CC3=C(N(C=N3)C(CC(=O)OCC)C3=CC=CC=C3)C2)C=CC1 (Ethyl 3-{6-[(3-aminobenzoyl)amino]-1H-benzimidazol-1-yl}-3-phenylpropanoate). RXN SMILES: [N+:1]([C:4]1[CH:5]=[C:6]([CH:32]=[CH:33][CH:34]=1)[C:7]([NH:9][C:10]1[CH:11]=[CH:12][C:13]2[N:17]=[CH:16][N:15]([CH:18]([C:25]3[CH:30]=[CH:29][CH:28]=[CH:27][CH:26]=3)[CH2:19][C:20]([O:22][CH2:23][CH3:24])=[O:21])[C:14]=2[CH:31]=1)=[O:8])([O-])=O.C([O-])=O.[NH4+]>C(O)C.O.[Pd]>[NH2:1][C:4]1[CH:5]=[C:6]([CH:32]=[CH:33][CH:34]=1)[C:7]([NH:9][C:10]1[CH:11]=[CH:12][C:13]2[N:17]=[CH:16][N:15]([CH:18]([C:25]3[CH:26]=[CH:27][CH:28]=[CH:29][CH:30]=3)[CH2:19][C:20]([O:22][CH2:23][CH3:24])=[O:21])[C:14]=2[CH:31]=1)=[O:8] |f:1.2|. Reported procedure: To a solution of ethyl 3-{6-[(3-nitrobenzoyl)amino]-1H-benzimidazol-1-yl}-3-phenylpropanoate (231 mg, 504 μmol) in a mixture of ethanol and water (4:1, 10 mL), was added palladium on carbon (46 mg, 10% w/w Pd) and ammonium formate (191 mg, 3.03 mmol). The suspension was heated to reflux for 3 hours, and was then cooled to room temperature, and filtered through a pad of Celite®. The filtrate was evaporated in vacuo to afford the title compound, 1H NMR: (CD3OD), 8.43 (s, 1H), 8.14 (d, J=1.46, 1H),... The reactants are C(C1=CC=CC=C1)OC(C(=C)NC(C)=O)=O (2-acetylamino-acrylic acid benzyl ester), BrC1=CC(=C(N)C=C1)C(C)C (4-bromo-2-isopropylaniline), BrC1=CC(=C(N)C=C1)CC (4-bromo-2-ethylaniline). Yields the product C(C)(=O)N\C(\C(=O)OC)=C/C1=CC(=C(C=C1)N)C(C)C (methyl (2Z)-2-(acetylamino)-3-(4-amino-3-isopropylphenyl)acrylate). Reaction SMILES: [CH2:1]([O:8][C:9](=[O:16])[C:10]([NH:12][C:13](=[O:15])[CH3:14])=[CH2:11])C1C=CC=CC=1.Br[C:18]1[CH:24]=[CH:23][C:21]([NH2:22])=[C:20]([CH:25]([CH3:27])[CH3:26])[CH:19]=1.BrC1C=CC(N)=C(CC)C=1>>[C:13]([NH:12]/[C:10](=[CH:11]\[C:18]1[CH:24]=[CH:23][C:21]([NH2:22])=[C:20]([CH:25]([CH3:27])[CH3:26])[CH:19]=1)/[C:9]([O:8][CH3:1])=[O:16])(=[O:15])[CH3:14]. Procedure: The titled compound was prepared according to the method described in Example 1B substituting 2-acetylamino-acrylic acid methyl ester for 2-acetylamino-acrylic acid benzyl ester and 4-bromo-2-isopropylaniline for 4-bromo-2-ethylaniline. Solvent: C1CCOC1 (THF), C1CCOC1 (THF). RXN SMILES: C(OP([C:9]([O:25][CH3:26])([O:23][CH3:24])[CH2:10][CH2:11][C:12]1[CH:22]=[CH:21][C:15]([C:16]([O:18][CH2:19][CH3:20])=[O:17])=[CH:14][CH:13]=1)(OCC)=O)C.[Li]CCCC.CCCCCC.[C:38]1([CH3:58])[CH:43]=[CH:42][C:41]([C:44]2[C:53]3[C:48](=[CH:49][CH:50]=[C:51]([CH:54]=O)[CH:52]=3)[C:47]([CH3:57])([CH3:56])[CH2:46][CH:45]=2)=[CH:40][CH:39]=1>C1COCC1>[CH3:26][O:25][CH:9]([O:23][CH3:24])[CH2:10]/[C:11](/[C:12]1[CH:13]=[CH:14][C:15]([C:16]([O:18][CH2:19][CH3:20])=[O:17])=[CH:21][CH:22]=1)=[CH:54]\[C:51]1[CH:52]=[C:53]2[C:48]([C:47]([CH3:57])([CH3:56])[CH2:46][CH:45]=[C:44]2[C:41]2[CH:40]=[CH:39][C:38]([CH3:58])=[CH:43][CH:42]=2)=[CH:49][CH:50]=1. Reported procedure: To a cold (-78° C.) solution of ethyl 4-(diethoxyphosphoryl-3,3-dimethoxypropyl)benzoate (Compound D, 350 mg, 0.9 mmol, available in accordance with EPO Application No. 0 210 929 published on Feb. 4, 1987), in THF (9 mL), was added n-BuLi in hexane (1.6M solution, 0.7 mL, 1.1 mmol). The mixture was stirred for 1.5 hours. To this solution 1-(tol-4-yl)3,4-dihydro-4,4-dimethyl-7-naphthaldehyde (Compound C, 200 mg, 0.72 mmol), in THF (1 mL) was added and the mixture was gradually warmed to ambient t... Reaction conditions: time 1.5 hour. Reactants: C1(=CC=C(C=C1)C1=CCC(C2=CC=C(C=C12)C=O)(C)C)C (1-(tol-4-yl)3,4-dihydro-4,4-dimethyl-7-naphthaldehyde), C1(=CC=C(C=C1)C1=CCC(C2=CC=C(C=C12)C=O)(C)C)C (1-(tol-4-yl)3,4-dihydro-4,4-dimethyl-7-naphthaldehyde), C(C)OP(=O)(OCC)C(CCC1=CC=C(C(=O)OCC)C=C1)(OC)OC (ethyl 4-(diethoxyphosphoryl-3,3-dimethoxypropyl)benzoate), [Li]CCCC (n-BuLi), CCCCCC (hexane), Compound D. Product: COC(C/C(=C\C1=CC=C2C(CC=C(C2=C1)C1=CC=C(C=C1)C)(C)C)/C1=CC=C(C(=O)OCC)C=C1)OC (Ethyl 4-[1-(2,2-dimethoxyethyl)-2-{1(tol-4-yl)3,4-dihydro-4,4-dimethylnaphthalen-7-yl}-(E)-ethenyl]-benzoate).